Task: describe an organic reaction: reactants, conditions, products, and yield. Dataset: the Open Reaction Database (ORD), a public repository of structured organic reaction records The solvent is CC(CC)=O (2-butanone). Product: Cl.CN(C)CC1C(=CC2CCC1C2)C=2C=C(C=CC2)OC(C(C)(C)C)=O (2,2-dimethyl-propionic acid 3-(4-dimethylaminomethyl-bicyclo[3.2.1]oct-2-en-3-yl)-phenyl ester hydrochloride). Procedure: Add H2O (18 mg, 1 mmol) and TMSCl (75 mg, 0.69 mmol) to a solution of 2,2-dimethyl-propionic acid 3-(4-dimethylaminomethyl-bicyclo[3.2.1]oct-2-en-3-yl)-phenyl ester (197 mg, 0.58 mmol) in 2-butanone (70 mL). Stir the reaction mixture at ambient temperature for 2 hours. Evaporate the mixture under vacuum to afford 2,2-dimethyl-propionic acid 3-(4-dimethylaminomethyl-bicyclo[3.2.1]oct-2-en-3-yl)-phenyl ester hydrochloride as white solid (219 mg, Yield: 100%). 1H NMR (400 MHz, Methanol-d4) δ 7.38-7... Yield: 99.9%. Run at time 2 hour. Reaction SMILES: O.C[Si]([Cl:6])(C)C.[CH3:7][N:8]([CH2:10][CH:11]1[CH:17]2[CH2:18][CH:14]([CH2:15][CH2:16]2)[CH:13]=[C:12]1[C:19]1[CH:20]=[C:21]([O:25][C:26](=[O:31])[C:27]([CH3:30])([CH3:29])[CH3:28])[CH:22]=[CH:23][CH:24]=1)[CH3:9]>CC(=O)CC>[ClH:6].[CH3:9][N:8]([CH2:10][CH:11]1[CH:17]2[CH2:18][CH:14]([CH2:15][CH2:16]2)[CH:13]=[C:12]1[C:19]1[CH:20]=[C:21]([O:25][C:26](=[O:31])[C:27]([CH3:29])([CH3:28])[CH3:30])[CH:22]=[CH:23][CH:24]=1)[CH3:7] |f:4.5|. Starting materials: O (H2O), C[Si](C)(C)Cl (TMSCl), CN(C)CC1C(=CC2CCC1C2)C=2C=C(C=CC2)OC(C(C)(C)C)=O (2,2-dimethyl-propionic acid 3-(4-dimethylaminomethyl-bicyclo[3.2.1]oct-2-en-3-yl)-phenyl ester). Reactants: O=C([O-])[O-], CCOC(=O)C1CC1Cc1cc(Br)c2c(N)ncnn12, CC1(C)OB(c2ccc3cn(Cc4ccccc4)nc3c2)OC1(C)C, [Na+], [Na+], CN(C)C=O, c1ccc(P(c2ccccc2)(c2ccccc2)[Pd](P(c2ccccc2)(c2ccccc2)c2ccccc2)(P(c2ccccc2)(c2ccccc2)c2ccccc2)P(c2ccccc2)(c2ccccc2)c2ccccc2)cc1. Yields the product CCOC(=O)C1CC1Cc1cc(-c2ccc3cn(Cc4ccccc4)nc3c2)c2c(N)ncnn12. RXN SMILES: [C:46](=[O:47])([O-:48])[O-:49].[CH2:1]([CH3:2])[O:3][C:4](=[O:5])[CH:6]1[CH:7]([CH2:9][c:10]2[cH:11][c:12]([Br:20])[c:13]3[c:14]([NH2:19])[n:15][cH:16][n:17][n:18]23)[CH2:8]1.[CH2:21]([c:22]1[cH:23][cH:24][cH:25][cH:26][cH:27]1)[n:28]1[n:29][c:30]2[cH:31][c:32]([B:37]3[O:38][C:39]([CH3:40])([CH3:41])[C:42]([CH3:43])([CH3:44])[O:45]3)[cH:33][cH:34][c:35]2[cH:36]1.[Na+:50].[Na+:51].[O:52]=[CH:53][N:54]([CH3:55])[CH3:56].[cH:57]1[cH:58][cH:59][c:60]([P:61]([Pd:62]([P:63]([c:64]2[cH:65][cH:66][cH:67][cH:68][cH:69]2)([c:70]2[cH:71][cH:72][cH:73][cH:74][cH:75]2)[c:76]2[cH:77][cH:78][cH:79][cH:80][cH:81]2)([P:82]([c:83]2[cH:84][cH:85][cH:86][cH:87][cH:88]2)([c:89]2[cH:90][cH:91][cH:92][cH:93][cH:94]2)[c:95]2[cH:96][cH:97][cH:98][cH:99][cH:100]2)[P:101]([c:102]2[cH:103][cH:104][cH:105][cH:106][cH:107]2)([c:108]2[cH:109][cH:110][cH:111][cH:112][cH:113]2)[c:114]2[cH:115][cH:116][cH:117][cH:118][cH:119]2)([c:120]2[cH:121][cH:122][cH:123][cH:124][cH:125]2)[c:126]2[cH:127][cH:128][cH:129][cH:130][cH:131]2)[cH:132][cH:133]1>>[CH2:1]([CH3:2])[O:3][C:4](=[O:5])[CH:6]1[CH:7]([CH2:9][c:10]2[cH:11][c:12](-[c:32]3[cH:31][c:30]4[n:29][n:28]([CH2:21][c:22]5[cH:23][cH:24][cH:25][cH:26][cH:27]5)[cH:36][c:35]4[cH:34][cH:33]3)[c:13]3[c:14]([NH2:19])[n:15][cH:16][n:17][n:18]23)[CH2:8]1. Starting materials: CC1=CC=C(C=C1)N1N=C(C=C1C1=CC=C(C=C1)Cl)C(=O)Cl (1-(4-methylphenyl)-5-(4-chlorophenyl)pyrazole-3-carboxylic acid chloride), C(Cl)Cl (CH2Cl2), solution, CN (methylamine). Run in C(C)O (ethanol). Product: CNC(=O)C1=NN(C(=C1)C1=CC=C(C=C1)Cl)C1=CC=C(C=C1)C (N-Methyl-1-(p-tolyl)-5-(4-chlorophenyl)-1H-pyrazole-3-carboxamide). As a reaction SMILES: [CH3:1][C:2]1[CH:7]=[CH:6][C:5]([N:8]2[C:12]([C:13]3[CH:18]=[CH:17][C:16]([Cl:19])=[CH:15][CH:14]=3)=[CH:11][C:10]([C:20](Cl)=[O:21])=[N:9]2)=[CH:4][CH:3]=1.C(Cl)Cl.[CH3:26][NH2:27]>C(O)C>[CH3:26][NH:27][C:20]([C:10]1[CH:11]=[C:12]([C:13]2[CH:18]=[CH:17][C:16]([Cl:19])=[CH:15][CH:14]=2)[N:8]([C:5]2[CH:6]=[CH:7][C:2]([CH3:1])=[CH:3][CH:4]=2)[N:9]=1)=[O:21]. Procedure: A solution of 0.50 g of 1-(4-methylphenyl)-5-(4-chlorophenyl)pyrazole-3-carboxylic acid chloride in ml of CH2Cl2 is added dropwise to 100 ml of a 33% solution of methylamine in ethanol. After stirring for hours at room temperature, the mixture is concentrated under vacuum, the residue is taken up with a mixture of 5% Na2CO3 +AcOEt, the organic phase is decanted, washed with a saturated solution of NaCl and dried over MgSO4 and the solvents are evaporated off. The residue is taken up in isopropyl... The reactants are [H-].[Na+] (sodium hydride), ice water, CC1=NC2=C(C=C(C=C2C(=C1C)O)C(C)(C)C)F (2,3-dimethyl-6-t-butyl-8-fluoro-4-hydroxyquinoline), ClC(=O)OCC (ethyl chloroformate). The solvent is O1CCCC1 (tetrahydrofuran). Reaction conditions: time 30 minute. Yields the product CC1=NC2=C(C=C(C=C2C(=C1C)C(=O)OCC)C(C)(C)C)F (2,3-dimethyl-6-t-butyl-8-fluoro-4-ethoxycarbonyl-quinoline). As a reaction SMILES: [H-].[Na+].[CH3:3][C:4]1[C:13]([CH3:14])=[C:12](O)[C:11]2[C:6](=[C:7]([F:20])[CH:8]=[C:9]([C:16]([CH3:19])([CH3:18])[CH3:17])[CH:10]=2)[N:5]=1.Cl[C:22]([O:24][CH2:25][CH3:26])=[O:23]>O1CCCC1>[CH3:3][C:4]1[C:13]([CH3:14])=[C:12]([C:22]([O:24][CH2:25][CH3:26])=[O:23])[C:11]2[C:6](=[C:7]([F:20])[CH:8]=[C:9]([C:16]([CH3:19])([CH3:18])[CH3:17])[CH:10]=2)[N:5]=1 |f:0.1|. Reported procedure: In tetrahydrofuran (10 ml) was suspended 60% sodium hydride (60 mg). The compound 1 (200 mg) was added to the suspension under ice cooling, and the mixture was stirred for 30 min. Further, ethyl chloroformate (200 μl) was added thereto, and the mixture was stirred for 3 hr. The reaction solution thus obtained was poured into ice water, and the mixture was extracted with ethyl acetate. The ethyl acetate layer was washed with a saturated aqueous sodium hydrogencarbonate solution and saturated brin... As a reaction SMILES: [C-:1]#[N:2].[K+].[CH3:4][O:5][C:6]1[CH:11]=[CH:10][CH:9]=[CH:8][C:7]=1[C@:12]1([OH:45])[CH2:20][C@H:19]([CH2:21]OS(C2C=CC(C)=CC=2)(=O)=O)[CH2:18][C@@H:17]2[C@H:13]1[CH2:14][N:15]([C:33](=[O:44])[C@H:34]([C:36]1[CH:41]=[CH:40][CH:39]=[CH:38][C:37]=1[O:42][CH3:43])[CH3:35])[CH2:16]2>CS(C)=O.O>[C:1]([CH2:21][C@@H:19]1[CH2:18][C@@H:17]2[C@@H:13]([CH2:14][N:15]([C:33](=[O:44])[C@H:34]([C:36]3[CH:41]=[CH:40][CH:39]=[CH:38][C:37]=3[O:42][CH3:43])[CH3:35])[CH2:16]2)[C@@:12]([C:7]2[CH:8]=[CH:9][CH:10]=[CH:11][C:6]=2[O:5][CH3:4])([OH:45])[CH2:20]1)#[N:2] |f:0.1|. Run in CS(=O)C (dimethyl sulphoxide), O (water). Conditions: temperature 45 celsius. The product is C(#N)C[C@H]1C[C@@]([C@@H]2CN(C[C@@H]2C1)C([C@@H](C)C1=C(C=CC=C1)OC)=O)(O)C1=C(C=CC=C1)OC ((3aS,4S,6S,7aR)-6-cyanomethyl-4-(2-methoxyphenyl)-2-[(S)-2-(2-methoxyphenyl)propionyl]perhydroisoindol-4-ol). Starting materials: [C-]#N.[K+] (potassium cyanide), COC1=C(C=CC=C1)[C@]1([C@@H]2CN(C[C@@H]2C[C@H](C1)COS(=O)(=O)C1=CC=C(C)C=C1)C([C@@H](C)C1=C(C=CC=C1)OC)=O)O ((3aS,4S,6R,7aR)-4-(2-methoxyphenyl)-2-[(S)-2-(2-methoxyphenyl)propionyl]-6-tosyloxymethylperhydroisoindol-4-ol). Procedure details: 1.0 g of potassium cyanide is added to a solution of 5.6 g of (3aS,4S,6R,7aR)-4-(2-methoxyphenyl)-2-[(S)-2-(2-methoxyphenyl)propionyl]-6-tosyloxymethylperhydroisoindol-4-ol in 50 cm3 of dimethyl sulphoxide. After stirring at 45° C. for hours, the reaction mixture is cooled to 20° C., diluted with 300 cm3 of water and then extracted twice with 50 cm3 of ethyl acetate. The organic phase is subsequently washed with 150 cm3 of water, dried. over magnesium sulphate and concentrated to dryness under r... Isolated yield 68.5%. Starting materials: O=C(OCc1ccccc1)c1ccn(Cc2ccccc2)c(=O)c1, CO, Cl, [Na+], [OH-], O. The product is O=C(O)c1ccn(Cc2ccccc2)c(=O)c1. Reaction SMILES: [CH2:1]([c:2]1[cH:3][cH:4][cH:5][cH:6][cH:7]1)[n:8]1[c:9](=[O:24])[cH:10][c:11]([C:14](=[O:15])[O:16][CH2:17][c:18]2[cH:19][cH:20][cH:21][cH:22][cH:23]2)[cH:12][cH:13]1.[CH3:28][OH:29].[ClH:27].[Na+:26].[OH-:25].[OH2:30]>>[CH2:1]([c:2]1[cH:3][cH:4][cH:5][cH:6][cH:7]1)[n:8]1[c:9](=[O:24])[cH:10][c:11]([C:14](=[O:15])[OH:16])[cH:12][cH:13]1. Starting materials: CO, COC(=O)C(Cc1ccccc1)NC(=O)Nc1ccc(Cl)cc1, [Na+], [OH-]. The product is O=C(Nc1ccc(Cl)cc1)NC(Cc1ccccc1)C(=O)O. Reaction SMILES: [CH3:26][OH:27].[Cl:1][c:2]1[cH:3][cH:4][c:5]([NH:8][C:9]([NH:10][CH:11]([C:12](=[O:13])[O:14][CH3:15])[CH2:16][c:17]2[cH:18][cH:19][cH:20][cH:21][cH:22]2)=[O:23])[cH:6][cH:7]1.[Na+:25].[OH-:24]>>[Cl:1][c:2]1[cH:3][cH:4][c:5]([NH:8][C:9]([NH:10][CH:11]([C:12](=[O:13])[OH:14])[CH2:16][c:17]2[cH:18][cH:19][cH:20][cH:21][cH:22]2)=[O:23])[cH:6][cH:7]1. The reactants are CCOC(=O)Cc1csc(NC(=O)C(CC2CCCC2)c2cccc(Cl)c2)n1, CO, O=S(=O)(O)O. The product is COC(=O)Cc1csc(NC(=O)C(CC2CCCC2)c2cccc(Cl)c2)n1. RXN SMILES: [CH2:1]([CH3:2])[O:3][C:4]([CH2:5][c:6]1[n:7][c:8]([NH:11][C:12]([CH:13]([CH2:14][CH:15]2[CH2:16][CH2:17][CH2:18][CH2:19]2)[c:20]2[cH:21][c:22]([Cl:26])[cH:23][cH:24][cH:25]2)=[O:27])[s:9][cH:10]1)=[O:28].[CH3:34][OH:35].[S:29](=[O:30])(=[O:31])([OH:32])[OH:33]>>[CH3:1][O:3][C:4]([CH2:5][c:6]1[n:7][c:8]([NH:11][C:12]([CH:13]([CH2:14][CH:15]2[CH2:16][CH2:17][CH2:18][CH2:19]2)[c:20]2[cH:21][c:22]([Cl:26])[cH:23][cH:24][cH:25]2)=[O:27])[s:9][cH:10]1)=[O:28]. The reactants are C(C)(=O)OC1C(C(OC(C2CCCCN2C(C(C2(C(CC(C(C(CC(CC(=CC(C(C1)=O)CC=C)C)C)OC)O2)OC)C)O)=O)=O)=O)C(=CC2(CC(C(CC2)C(C)(C)C)OC)O[SiH](C2=CC=CC=C2)C2=CC=CC=C2)C)C (14-acetoxy-17-allyl-12-[2-(4-tertbutyl-diphenylsilyloxy-3-methoxycyclohexyl)-1-methylvinyl]-1-hydroxy-23,25-dimethoxy-13,19,21,27tetramethyl-11,28-dioxa-4-azatricyclo[22.3.1.04,9 ]octacos-18-ene-2,3,10,16-tetraone), C([O-])([O-])=O.[K+].[K+] (potassium carbonate). Run in C(C)OCC (diethyl ether), O1CCCC1 (tetrahydrofuran). Reaction conditions: time 3 hour. Product: C(C=C)C1C(C=CC(C(OC(C2CCCCN2C(C(C2(C(CC(C(C(CC(CC(=C1)C)C)OC)O2)OC)C)O)=O)=O)=O)C(=CC2(CC(C(CC2)C(C)(C)C)OC)O[SiH](C2=CC=CC=C2)C2=CC=CC=C2)C)C)=O (17-allyl-12-[2-(4-tertbutyl-diphenylsilyloxy-3-methoxycyclohexyl)-1methylvinyl]-1-hydroxy-23,25-dimethoxy-13,19,21,27-tetramethyl-11,28-dioxa-4-azatricyclo[22.3.1.04,9 ]octacosa-14,18-diene-2,3,10,16-tetraone). Yield: 72.5%. As a reaction SMILES: C(O[CH:5]1[CH2:31][C:30](=[O:32])[CH:29]([CH2:33][CH:34]=[CH2:35])[CH:28]=[C:27]([CH3:36])[CH2:26][CH:25]([CH3:37])[CH2:24][CH:23]([O:38][CH3:39])[CH:22]2[O:40][C:18]([OH:44])([CH:19]([CH3:43])[CH2:20][CH:21]2[O:41][CH3:42])[C:17](=[O:45])[C:16](=[O:46])[N:15]2[CH:10]([CH2:11][CH2:12][CH2:13][CH2:14]2)[C:9](=[O:47])[O:8][CH:7]([C:48]([CH3:76])=[CH:49][C:50]2([O:62][SiH:63]([C:70]3[CH:75]=[CH:74][CH:73]=[CH:72][CH:71]=3)[C:64]3[CH:69]=[CH:68][CH:67]=[CH:66][CH:65]=3)[CH2:55][CH2:54][CH:53]([C:56]([CH3:59])([CH3:58])[CH3:57])[CH:52]([O:60][CH3:61])[CH2:51]2)[CH:6]1[CH3:77])(=O)C.C(=O)([O-])[O-].[K+].[K+]>O1CCCC1.C(OCC)C>[CH2:33]([CH:29]1[CH:28]=[C:27]([CH3:36])[CH2:26][CH:25]([CH3:37])[CH2:24][CH:23]([O:38][CH3:39])[CH:22]2[O:40][C:18]([OH:44])([CH:19]([CH3:43])[CH2:20][CH:21]2[O:41][CH3:42])[C:17](=[O:45])[C:16](=[O:46])[N:15]2[CH:10]([CH2:11][CH2:12][CH2:13][CH2:14]2)[C:9](=[O:47])[O:8][CH:7]([C:48]([CH3:76])=[CH:49][C:50]2([O:62][SiH:63]([C:70]3[CH:71]=[CH:72][CH:73]=[CH:74][CH:75]=3)[C:64]3[CH:65]=[CH:66][CH:67]=[CH:68][CH:69]=3)[CH2:55][CH2:54][CH:53]([C:56]([CH3:58])([CH3:59])[CH3:57])[CH:52]([O:60][CH3:61])[CH2:51]2)[CH:6]([CH3:77])[CH:5]=[CH:31][C:30]1=[O:32])[CH:34]=[CH2:35] |f:1.2.3|. Reported procedure: To a solution of 14-acetoxy-17-allyl-12-[2-(4-tertbutyl-diphenylsilyloxy-3-methoxycyclohexyl)-1-methylvinyl]-1-hydroxy-23,25-dimethoxy-13,19,21,27tetramethyl-11,28-dioxa-4-azatricyclo[22.3.1.04,9 ]octacos-18-ene-2,3,10,16-tetraone (43.8 mg) in tetrahydrofuran (1.5 ml) was added potassium carbonate (ca 100 mg) at room temperature and the mixture was stirred at the same temperature for 3 hours. The reaction mixture was diluted with diethyl ether and the resulting solution was washed with a saturat... Reactants: C1COCCN1CCS(=O)(=O)O (MES), C(C)S(=O)(=O)O (ethanesulfonic acid), N1[C@H](C(=O)O)CCC1 (L-proline), O=C(C(=O)O)CCC(=O)O (2-ketoglutaric acid), ferrous sulfate, O=C1C(O)=C(O)[C@H](O1)[C@@H](O)CO (L-ascorbic acid). Conditions: temperature 100 celsius, time 10 minute. Yields the product O[C@@H]1C[C@H](NC1)C(=O)O (trans-4-hydroxy-L-proline). Reaction SMILES: C1N(CCS(O)(=O)=O)CC[O:3]C1.C(S(O)(=O)=O)C.[NH:19]1[CH2:26][CH2:25][CH2:24][C@H:20]1[C:21]([OH:23])=[O:22].O=C(CCC(O)=O)C(O)=O.O=C1O[C@H]([C@H](CO)O)C(O)=C1O>>[OH:3][C@H:25]1[CH2:26][NH:19][C@H:20]([C:21]([OH:23])=[O:22])[CH2:24]1. Procedure details: The cells, the treated cells or the enzyme preparation are added to 240 mM MES [2- (N-morphorino) ethanesulfonic acid] buffer containing 12 mM L-proline, 24 mM 2-ketoglutaric acid, 4 mM ferrous sulfate and 8 mM L-ascorbic acid to make 250 μl in total. The mixture is kept at 35° C. for 10 minutes. The reaction mixture is heated at 100° C. for 2 minutes to stop the reaction, and the amount of trans-4-hydroxy-L-proline produced in the reaction mixture is determined by HPLC.